describe an organic reaction: reactants, conditions, products, and yield From a dataset of the Open Reaction Database (ORD), a public repository of structured organic reaction records. Reactants: FC(C=1SC=C(N1)C(CBr)O)(F)F (1-(2-Trifluoromethyl-thiazol-4-yl)-1-hydroxy-2-bromoethane), [OH-].[Na+] (sodium hydroxide). The solvent is ice water. Conditions: time 5 minute. Product: FC(C=1SC=C(N1)C1CO1)(F)F (2-(2-Trifluoromethyl-thiazol-4-yl)ethylene oxide). As a reaction SMILES: [F:1][C:2]([F:13])([F:12])[C:3]1[S:4][CH:5]=[C:6]([CH:8]([OH:11])[CH2:9]Br)[N:7]=1.[OH-].[Na+]>>[F:1][C:2]([F:13])([F:12])[C:3]1[S:4][CH:5]=[C:6]([CH:8]2[O:11][CH2:9]2)[N:7]=1 |f:1.2|. Procedure: 5 g (0.018 mol) of 1-(2-Trifluoromethyl-thiazol-4-yl)-1-hydroxy-2-bromoethane are suspended in 4 ml of 50% strength sodium hydroxide solution and stirred for 5 minutes. The mixture is then diluted with ice-water and extracted by shaking with methylene chloride. The organic phase is dried over sodium sulphate and concentrated in vacuo at 20° C., and the resulting oil is purified on a silica gel column using methylene chloride as eluant. The reactants are [Al+3], CCOC(=O)c1cc(Br)c(Cl)cc1OCOC, C1CCOC1, CCOC(C)=O, [H-], [H-], [H-], [H-], [Li+]. Product: COCOc1cc(Cl)c(Br)cc1CO. Reaction SMILES: [Al+3:19].[Br:1][c:2]1[c:3]([Cl:17])[cH:4][c:5]([O:13][CH2:14][O:15][CH3:16])[c:6]([C:7](=[O:8])[O:9][CH2:10][CH3:11])[cH:12]1.[CH2:30]1[O:31][CH2:32][CH2:33][CH2:34]1.[CH3:24][CH2:25][O:26][C:27](=[O:28])[CH3:29].[H-:18].[H-:21].[H-:22].[H-:23].[Li+:20]>>[Br:1][c:2]1[c:3]([Cl:17])[cH:4][c:5]([O:13][CH2:14][O:15][CH3:16])[c:6]([CH2:7][OH:8])[cH:12]1. The reactants are [BH4-], CCO, CC(=O)c1cc(C#Cc2ccc(-c3ccc(Cl)cc3)cn2)ccc1OCCN1CCC(C)CC1, [Na+], O. Product: CC1CCN(CCOc2ccc(C#Cc3ccc(-c4ccc(Cl)cc4)cn3)cc2C(C)O)CC1. RXN SMILES: [BH4-:1].[CH3:38][CH2:39][OH:40].[Cl:3][c:4]1[cH:5][cH:6][c:7](-[c:10]2[cH:11][cH:12][c:13]([C:16]#[C:17][c:18]3[cH:19][cH:20][c:21]([O:27][CH2:28][CH2:29][N:30]4[CH2:31][CH2:32][CH:33]([CH3:36])[CH2:34][CH2:35]4)[c:22]([C:24]([CH3:25])=[O:26])[cH:23]3)[n:14][cH:15]2)[cH:8][cH:9]1.[Na+:2].[OH2:37]>>[Cl:3][c:4]1[cH:5][cH:6][c:7](-[c:10]2[cH:11][cH:12][c:13]([C:16]#[C:17][c:18]3[cH:19][cH:20][c:21]([O:27][CH2:28][CH2:29][N:30]4[CH2:31][CH2:32][CH:33]([CH3:36])[CH2:34][CH2:35]4)[c:22]([CH:24]([CH3:25])[OH:26])[cH:23]3)[n:14][cH:15]2)[cH:8][cH:9]1. The reactants are Br.N1=CN=C2SC3=C(N21)C(CCC3)=O (5,6-dihydro[1,2,4]triazolo[5,1-b]benzothiazole-8(7H)-one hydrobromide), BrBr (bromine). Solvent: C(C)(=O)O (acetic acid). Run at temperature 100 celsius, time 30 minute. Product: Br.BrC1CCC2=C(N3C(S2)=NC=N3)C1=O (7-Bromo-5,6-dihydro[1,2,4]triazolo[5,1-b]benzothiazole-8 (7H)-one hydrobromide). The yield is 95.0%. As a reaction SMILES: [BrH:1].[N:2]1[N:9]2[C:5]([S:6][C:7]3[CH2:13][CH2:12][CH2:11][C:10](=[O:14])[C:8]=32)=[N:4][CH:3]=1.BrBr>C(O)(=O)C>[BrH:1].[Br:1][CH:11]1[C:10](=[O:14])[C:8]2[N:9]3[N:2]=[CH:3][N:4]=[C:5]3[S:6][C:7]=2[CH2:13][CH2:12]1 |f:0.1,4.5|. Procedure details: 2-Bromo-1,3-cyclohexadione (4.4 g) prepared in Example 1, Route 1 (A) and 1H-1,2,4-triazole-3-thiol (2.32 g) were dissolved into absolute ethanol (50 ml), and the reaction mixture was heated to reflux for 5 hours. After completion of the reaction, the reaction mixture was cooled and filtered to give 5,6-dihydro[1,2,4]triazolo[5,1-b]benzothiazole-8(7H)-one hydrobromide (2.84 g, compound (IIc) of Reaction Scheme II). The hydrobromide was dissolved into anhydrous acetic acid (20 ml) and an equivale... Reactants: C(C1=CC=CC=C1)NC(NC1=CC2=C(C=N1)C(=NN2C(C2=CC=CC=C2)(C2=CC=CC=C2)C2=CC=CC=C2)CCC(=O)OCC)=O (ethyl 3-(6-(3-benzylureido)-1-trityl-1H-pyrazolo[4,3-c]pyridin-3-yl)propanoate), C(C)[SiH](CC)CC (triethylsilane). The solvent is C(=O)(C(F)(F)F)O (TFA), C(=O)(C(F)(F)F)O (TFA). Reaction conditions: time 2 hour. The product is C(C1=CC=CC=C1)NC(NC1=CC2=C(C=N1)C(=NN2)CCC(=O)OCC)=O (ethyl 3-(6-(3-benzylureido)-1H-pyrazolo[4,3-c]pyridin-3-yl)propanoate). The yield is 27.0%. As a reaction SMILES: [CH2:1]([NH:8][C:9](=[O:46])[NH:10][C:11]1[N:16]=[CH:15][C:14]2[C:17]([CH2:39][CH2:40][C:41]([O:43][CH2:44][CH3:45])=[O:42])=[N:18][N:19](C(C3C=CC=CC=3)(C3C=CC=CC=3)C3C=CC=CC=3)[C:13]=2[CH:12]=1)[C:2]1[CH:7]=[CH:6][CH:5]=[CH:4][CH:3]=1.C([SiH](CC)CC)C>C(O)(C(F)(F)F)=O>[CH2:1]([NH:8][C:9](=[O:46])[NH:10][C:11]1[N:16]=[CH:15][C:14]2[C:17]([CH2:39][CH2:40][C:41]([O:43][CH2:44][CH3:45])=[O:42])=[N:18][NH:19][C:13]=2[CH:12]=1)[C:2]1[CH:3]=[CH:4][CH:5]=[CH:6][CH:7]=1. Procedure details: A solution of ethyl 3-(6-(3-benzylureido)-1-trityl-1H-pyrazolo[4,3-c]pyridin-3-yl)propanoate (38.7 mg, 0.063 mmol) in TFA (1 ml) was charged with triethylsilane (12 μl, 0.075 mmol) and stirred at RT for 2 hr. LCMS shows conversion to the desired mass. Purified via mass-triggered reverse-phase HPLC to provide ethyl 3-(6-(3-benzylureido)-1H-pyrazolo[4,3-c]pyridin-3-yl)propanoate (8.4 mg, 0.017 mmol, 27.5% yield) as a white solid (TFA salt). MS ESI calc'd for C19H21N5O3 [M+H]+=368, found 368. 1H NM... The reactants are O (water), ClC1=CC2=C(C=N1)C=NN2C2=NC(=CC=C2)F (6-chloro-1-(6-fluoro-2-pyridyl)pyrazolo[4,3-c]pyridine), N1C[C@H](CCC1)NC(OC(C)(C)C)=O (tert-butyl N-[(3S)-3-piperidyl]carbamate), CN1CCOCC1 (N-Methylmorpholine). Conditions: temperature 100 celsius. As a reaction SMILES: [Cl:1][C:2]1[N:7]=[CH:6][C:5]2[CH:8]=[N:9][N:10]([C:11]3[CH:16]=[CH:15][CH:14]=[C:13](F)[N:12]=3)[C:4]=2[CH:3]=1.[NH:18]1[CH2:23][CH2:22][CH2:21][C@H:20]([NH:24][C:25](=[O:31])[O:26][C:27]([CH3:30])([CH3:29])[CH3:28])[CH2:19]1.CN1CCOCC1.O>CN1CCCC1=O>[Cl:1][C:2]1[N:7]=[CH:6][C:5]2[CH:8]=[N:9][N:10]([C:11]3[N:12]=[C:13]([N:18]4[CH2:23][CH2:22][CH2:21][C@H:20]([NH:24][C:25](=[O:31])[O:26][C:27]([CH3:29])([CH3:28])[CH3:30])[CH2:19]4)[CH:14]=[CH:15][CH:16]=3)[C:4]=2[CH:3]=1. Product: ClC1=CC2=C(C=N1)C=NN2C2=CC=CC(=N2)N2C[C@H](CCC2)NC(OC(C)(C)C)=O (tert-butyl N-[(3S)-1-[6-(6-chloropyrazolo[4,3-c]pyridin-1-yl)-2-pyridyl]-3-piperidyl]carbamate). Isolated yield 83.5%. The solvent is CN1C(CCC1)=O (1-methyl-2-pyrrolidinone). Procedure: A mixture of 6-chloro-1-(6-fluoro-2-pyridyl)pyrazolo[4,3-c]pyridine (2.998 mmol; 745.3 mg), tert-butyl N-[(3S)-3-piperidyl]carbamate (4.496 mmol; 900.5 mg), and N-Methylmorpholine (8.993 mmol; 919 mg; 0.999 mL) in 1-methyl-2-pyrrolidinone (10 mL) in a sealed pressure vial was heated at 100° C. overnight. The mixture was poured into water. The precipitate was collect by filtration, then purified on silica eluted with 0 to 40% EtOAc in Heptane to afford tert-butyl N-[(3S)-1-[6-(6-chloropyrazolo[4,... Starting materials: OC(C)(C)[C@H]1[C@H](CC[C@H](C1)N(C)C(C)C)N1C([C@H](CC1)NC(OCC1=CC=CC=C1)=O)=O (benzyl (S)-1-((1S,2R,4R)-2-(2-hydroxypropan-2-yl)-4-(isopropyl(methyl)amino)cyclohexyl)-2-oxopyrrolidin-3-ylcarbamate). Reagents/catalysts: [Pd] (Pd/C). The solvent is CO (MeOH). Reaction conditions: time 7 hour. The product is N[C@@H]1C(N(CC1)[C@@H]1[C@@H](C[C@@H](CC1)N(C)C(C)C)C(C)(C)O)=O ((S)-3-amino-1-((1S,2R,4R)-2-(2-hydroxypropan-2-yl)-4-(isopropyl(methyl)amino)cyclohexyl)pyrrolidin-2-one). As a reaction SMILES: [OH:1][C:2]([C@@H:5]1[CH2:10][C@H:9]([N:11]([CH:13]([CH3:15])[CH3:14])[CH3:12])[CH2:8][CH2:7][C@@H:6]1[N:16]1[CH2:20][CH2:19][C@H:18]([NH:21]C(=O)OCC2C=CC=CC=2)[C:17]1=[O:32])([CH3:4])[CH3:3]>CO.[Pd]>[NH2:21][C@H:18]1[CH2:19][CH2:20][N:16]([C@H:6]2[CH2:7][CH2:8][C@@H:9]([N:11]([CH:13]([CH3:15])[CH3:14])[CH3:12])[CH2:10][C@H:5]2[C:2]([OH:1])([CH3:4])[CH3:3])[C:17]1=[O:32]. Procedure details: A solution of benzyl (S)-1-((1S,2R,4R)-2-(2-hydroxypropan-2-yl)-4-(isopropyl(methyl)amino)cyclohexyl)-2-oxopyrrolidin-3-ylcarbamate (224 mg) in MeOH (15 mL) was charged with 10% Pd/C, Degussa (˜100 mg). The reaction flask was evacuated and then back-filled with hydrogen; this was repeated two more times. The reaction was stirred under 60 psi of H2 for 7 h and then filtered and concentrated in vacuo to afford the desired (S)-3-amino-1-((1S,2R,4R)-2-(2-hydroxypropan-2-yl)-4-(isopropyl(methyl)amino... Starting materials: BrC=1C=C2C(=NC1)N(C=C2I)S(=O)(=O)C2=CC=C(C)C=C2 (5-bromo-3-iodo-1-tosyl-1H-pyrrolo[2,3-b]pyridine), COC1=CC(=NC=C1)B(O)O (4-methoxy-2-pyridylboronic acid), CN(C)C=O (DMF), C(=O)([O-])[O-].[Cs+].[Cs+] (Cs2CO3). The reagents and catalysts are C1=CC=C(C=C1)P([C-]2C=CC=C2)C3=CC=CC=C3.C1=CC=C(C=C1)P([C-]2C=CC=C2)C3=CC=CC=C3.[Fe+2] (dppf), C(C)(=O)[O-].[Pd+2].C(C)(=O)[O-] (palladium acetate). Reaction conditions: temperature 150 celsius. Yields the product BrC=1C=C2C(=NC1)N(C(=C2C2=NC=C(C=C2)OC)C)S(=O)(=O)C2=CC=C(C=C2)C (5-bromo-3-(5-methoxy-pyridin-2-yl)-2-methyl-1-(toluene-4-sulfonyl)-1H-pyrrolo[2,3-b]pyridine). Yield: 50.0%. As a reaction SMILES: [Br:1][C:2]1[CH:3]=[C:4]2[C:10](I)=[CH:9][N:8]([S:12]([C:15]3[CH:21]=[CH:20][C:18]([CH3:19])=[CH:17][CH:16]=3)(=[O:14])=[O:13])[C:5]2=[N:6][CH:7]=1.CO[C:24]1[CH:29]=[CH:28][N:27]=[C:26](B(O)O)[CH:25]=1.[C:33]([O-:36])([O-])=O.[Cs+].[Cs+].[CH3:39]N(C=O)C>C1C=CC(P(C2C=CC=CC=2)[C-]2C=CC=C2)=CC=1.C1C=CC(P(C2C=CC=CC=2)[C-]2C=CC=C2)=CC=1.[Fe+2].C([O-])(=O)C.[Pd+2].C([O-])(=O)C>[Br:1][C:2]1[CH:3]=[C:4]2[C:10]([C:26]3[CH:25]=[CH:24][C:29]([O:36][CH3:33])=[CH:28][N:27]=3)=[C:9]([CH3:39])[N:8]([S:12]([C:15]3[CH:21]=[CH:20][C:18]([CH3:19])=[CH:17][CH:16]=3)(=[O:14])=[O:13])[C:5]2=[N:6][CH:7]=1 |f:2.3.4,6.7.8,9.10.11|. Reported procedure: To a stirred suspension of 5-bromo-3-iodo-1-tosyl-1H-pyrrolo[2,3-b]pyridine (0.25 g, 0.509 mmol) and 4-methoxy-2-pyridylboronic acid (0.094 g, 0.56 mmol) in DMF (1 mL) was added Cs2CO3 (0.663 g, 0.05 mmol), dppf (0.028 g, 0.05 mmol) followed by palladium acetate (0.011 g, 0.05 mmol). The resulting mixture was heated in personal microwave at 150° C. for 1 hour. After consumption of the starting material, the mixture was evaporated to dryness in vacuo, absorbed onto Celite, and dried. The residue ...